Dataset: the Open Reaction Database (ORD), a public repository of structured organic reaction records. Task: describe an organic reaction: reactants, conditions, products, and yield Reactants: SC=1NC(C2=C(N1)N(N=C2)C)=O (4,5-dihydro-6-mercapto-1-methylpyrazolo[3,4-d]pyrimidin-4(1H)-one), C([O-])([O-])=O.[K+].[K+] (potassium carbonate), BrC(C)C(C)Br (2,3-dibromobutane). Run in CN(C=O)C (dimethylformamide). Reaction conditions: temperature 80 celsius, time 3 hour. The product is CN1N=CC2=C1N=C1N(C2=O)C(C(S1)C)C (6,7-Dihydro-1,6,7-trimethylpyrazolo[3,4-d]thiazolo[3,2-a]pyrimidin-4(1H)-one). Yield: 12.1%. As a reaction SMILES: [SH:1][C:2]1[NH:3][C:4](=[O:12])[C:5]2[CH:10]=[N:9][N:8]([CH3:11])[C:6]=2[N:7]=1.C(=O)([O-])[O-].[K+].[K+].Br[CH:20]([CH:22](Br)[CH3:23])[CH3:21]>CN(C)C=O>[CH3:11][N:8]1[C:6]2[N:7]=[C:2]3[S:1][CH:22]([CH3:23])[CH:20]([CH3:21])[N:3]3[C:4](=[O:12])[C:5]=2[CH:10]=[N:9]1 |f:1.2.3|. Procedure details: In 200 ml of dimethylformamide was dissolved 10.0 g (54.9 mmol) of 4,5-dihydro-6-mercapto-1-methylpyrazolo[3,4-d]pyrimidin-4(1H)-one [Helv. Chim. Acta, 42, 349 (1959)], and 15.2 g (110 mmol) of potassium carbonate and 10.1 ml (82.3 mmol) of 2,3-dibromobutane were added to the solution, followed by stirring at 80° C. for 3 hours. After evaporation of the solvent, the residue was subjected to partition between chloroform and water, and the chloroform layer was concentrated to dryness under reduced... Starting materials: NNC(=S)N (thiosemicarbazide), N1C(=O)C(=O)C2=CC=CC=C12 (isatin). The product is N=1NC(N=C2NC=3C=CC=CC3C21)=S (5H-1,2,4-triazino[5,6-b]indole-3(2H)-thione). RXN SMILES: [NH2:1][NH:2][C:3]([NH2:5])=[S:4].[NH:6]1[C:16]2[C:11](=[CH:12][CH:13]=[CH:14][CH:15]=2)[C:9](=O)[C:7]1=O>>[N:1]1[NH:2][C:3](=[S:4])[N:5]=[C:7]2[C:9]=1[C:11]1[CH:12]=[CH:13][CH:14]=[CH:15][C:16]=1[NH:6]2. Reported procedure: In the general synthetic scheme, thiosemicarbazide is reacted with isatin to form 5H-1,2,4-triazino[5,6-b]indole-3(2H)-thione. This product is alkylated with an appropriate halo-derivative to provide the sulfur-substituent desired in the final product. ##STR3## Procedure: The title compound was synthesized in analogy to Example 1, using 6-cyclopropylmethoxy-5-(3,3-difluoro-azetidin-1-yl)-pyridine-2-carboxylic acid (Example 69 b) and cyclopropyl-(5-methyl-[1,2,4]oxadiazol-3-yl)-methylamine (which can e.g. be prepared in a similar manner than (S)-2-cyclopropyl-1-(5-methyl-[1,2,4]oxadiazol-3-yl)-ethylamine (Example 38 e)) as starting materials, MS (EI): m/e=420.0 [M+H]+. Reactants: C1(CC1)COC1=C(C=CC(=N1)C(=O)O)N1CC(C1)(F)F (6-cyclopropylmethoxy-5-(3,3-difluoro-azetidin-1-yl)-pyridine-2-carboxylic acid), C1(CC1)N(C)C1=NOC(=N1)C (cyclopropyl-(5-methyl-[1,2,4]oxadiazol-3-yl)-methylamine), C1(CC1)C[C@@H](C1=NOC(=N1)C)N ((S)-2-cyclopropyl-1-(5-methyl-[1,2,4]oxadiazol-3-yl)-ethylamine). As a reaction SMILES: [CH:1]1([CH2:4][O:5][C:6]2[N:11]=[C:10]([C:12]([OH:14])=O)[CH:9]=[CH:8][C:7]=2[N:15]2[CH2:18][C:17]([F:20])([F:19])[CH2:16]2)[CH2:3][CH2:2]1.C1(N(C2N=C(C)ON=2)C)CC1.[CH:32]1([CH2:35][C@H:36]([NH2:43])[C:37]2[N:41]=[C:40]([CH3:42])[O:39][N:38]=2)[CH2:34]C1>>[CH:35]1([CH:36]([NH:43][C:12]([C:10]2[CH:9]=[CH:8][C:7]([N:15]3[CH2:18][C:17]([F:20])([F:19])[CH2:16]3)=[C:6]([O:5][CH2:4][CH:1]3[CH2:2][CH2:3]3)[N:11]=2)=[O:14])[C:37]2[N:41]=[C:40]([CH3:42])[O:39][N:38]=2)[CH2:32][CH2:34]1. Yields the product C1(CC1)C(C1=NOC(=N1)C)NC(=O)C1=NC(=C(C=C1)N1CC(C1)(F)F)OCC1CC1 (6-Cyclopropylmethoxy-5-(3,3-difluoro-azetidin-1-yl)-pyridine-2-carboxylic acid [cyclopropyl-(5-methyl-[1,2,4]oxadiazol-3-yl)-methyl]-amide).